Dataset: the Open Reaction Database (ORD), a public repository of structured organic reaction records. Task: describe an organic reaction: reactants, conditions, products, and yield The reactants are BrC=1C=C2C=3N(C(C(NC3C1)=O)=O)C(C2)CN2C(C=1C(C2=O)=CC=CC1)=O (8-bromo-5-phthalimidomethyl-5,6-dihydro-1H-pyrrolo[1,2,3-de]quinoxaline-2,3-dione), Cl (HCl). Run in C(C)(=O)O (acetic acid). The product is Cl.BrC=1C=C2C=3N(C(C(NC3C1)=O)=O)C(C2)CN (8-Bromo-5-aminomethyl-5,6-dihydro-1H-pyrrolo[1,2,3-de]quinoxaline-2,3-dione hydrochloride). The yield is 60.0%. As a reaction SMILES: [Br:1][C:2]1[CH:3]=[C:4]2[CH2:15][CH:14]([CH2:16][N:17]3C(=O)C4=CC=CC=C4C3=O)[N:6]3[C:7](=[O:13])[C:8](=[O:12])[NH:9][C:10]([CH:11]=1)=[C:5]23.[ClH:28]>C(O)(=O)C>[ClH:28].[Br:1][C:2]1[CH:3]=[C:4]2[CH2:15][CH:14]([CH2:16][NH2:17])[N:6]3[C:7](=[O:13])[C:8](=[O:12])[NH:9][C:10]([CH:11]=1)=[C:5]23 |f:3.4|. Procedure: A solution of 8-bromo-5-phthalimidomethyl-5,6-dihydro-1H-pyrrolo[1,2,3-de]quinoxaline-2,3-dione (100 mg)in a mixture of acetic acid (6 mL) and concentrated HCl (6 mL) was refluxed for 4.5 h and concentrated. The residue was triturated with methylenechloride containing a small amount of methanol. The precipitates were collected by filtration, rinsed with methylenechloride, and dried in vacuo to give 60 mg of the title compound (60%): mp 268° C. (dec); 1H NMR (270 MHz, DMSO-d6) δ11.98 (s, 1H), 8.0...